This data is from the Open Reaction Database (ORD), a public repository of structured organic reaction records. The task is: describe an organic reaction: reactants, conditions, products, and yield Reaction SMILES: Cl[C:2]1[C:7]([Cl:8])=[N:6][CH:5]=[CH:4][N:3]=1.C(C1CCN(N)C1)([O:11][C:12]([CH3:15])([CH3:14])[CH3:13])=O.C[N:23]([CH:25]=[O:26])[CH3:24]>>[C:12]([O:11][C:25](=[O:26])[NH:23][CH:24]1[CH2:7][CH2:2][N:3]([C:2]2[C:7]([Cl:8])=[N:6][CH:5]=[CH:4][N:3]=2)[CH2:4]1)([CH3:15])([CH3:14])[CH3:13]. Procedure details: To a round bottom flask equipped with a magnetic stir bar was added 2,3-Dichloro-pyrazine (3 g, 20.2 mmol) and dry DMF (50 mL). 3-Boc-aminopyrrolidine (8.2 g, 44.5 mmol) was dissolved in dry DMF (50 mL) and added to the round bottom flask. The reaction mixture was allowed to continue to stir overnight at 100° C. LC/MS analysis indicated the desired product as the main component. The reaction mixture was cooled to room temperature and poured on ice. The mixture was extracted with EtOAc and the Et... Starting materials: C(=O)(OC(C)(C)C)C1CN(CC1)N (3-Boc-aminopyrrolidine), CN(C)C=O (DMF), ClC1=NC=CN=C1Cl (2,3-Dichloro-pyrazine), CN(C)C=O (DMF). Yields the product C(C)(C)(C)OC(NC1CN(CC1)C1=NC=CN=C1Cl)=O ([1-(3-Chloro-pyrazin-2-yl)-pyrrolidin-3-yl]-carbamic acid tert-butyl ester). Run at temperature 100 celsius, time 8 hour. Starting materials: CN(C)c1nc(NC2CCN(Cc3ccccc3)CC2)nc2ccccc12, CO, [OH-], [OH-], [Pd+2]. Product: CN(C)c1nc(NC2CCNCC2)nc2ccccc12. RXN SMILES: [CH2:1]([c:2]1[cH:3][cH:4][cH:5][cH:6][cH:7]1)[N:8]1[CH2:9][CH2:10][CH:11]([NH:14][c:15]2[n:16][c:17]3[cH:18][cH:19][cH:20][cH:21][c:22]3[c:23]([N:25]([CH3:26])[CH3:27])[n:24]2)[CH2:12][CH2:13]1.[CH3:28][OH:29].[OH-:30].[OH-:31].[Pd+2:32]>>[NH:8]1[CH2:9][CH2:10][CH:11]([NH:14][c:15]2[n:16][c:17]3[cH:18][cH:19][cH:20][cH:21][c:22]3[c:23]([N:25]([CH3:26])[CH3:27])[n:24]2)[CH2:12][CH2:13]1. The reactants are CN(C(COC1=CC(=C(C=C1)NC(=O)OC(C)(C)C)C)=O)C (N,N-dimethyl 4-(1,1-dimethylethoxycarbonyl)amino-3-methyphenoxyacetamide). Solvent: FC(C(=O)O)(F)F (trifluoroacetic acid). Reaction conditions: time 48 hour. Product: CN(C(COC1=CC(=C(C=C1)N)C)=O)C (N,N-dimethyl 4-amino-3-methylphenoxyacetamide). The yield is 73.1%. Reaction SMILES: [CH3:1][N:2]([CH3:22])[C:3](=[O:21])[CH2:4][O:5][C:6]1[CH:11]=[CH:10][C:9]([NH:12]C(OC(C)(C)C)=O)=[C:8]([CH3:20])[CH:7]=1>FC(F)(F)C(O)=O>[CH3:22][N:2]([CH3:1])[C:3](=[O:21])[CH2:4][O:5][C:6]1[CH:11]=[CH:10][C:9]([NH2:12])=[C:8]([CH3:20])[CH:7]=1. Reported procedure: To a 200 mL round bottomed flask with a stirring bar and a drying tube was added N,N-dimethyl 4-(1,1-dimethylethoxycarbonyl)amino-3-methyphenoxyacetamide (1.00 g, 3.24 mmol) and trifluoroacetic acid (20 mL). This solution was stirred at ambient temperature 48 h. The trifluoroacetic acid was removed in vacuo and the residue was dissolved in 200 mL of EtOAc. This solution was washed with NaHCO3 solution and brine. Drying (MgSO4), filtration and removal of the solvent in vacuo gave 0.493 g (73% yie... Reactants: [BH4-].[Na+] (sodium borohydride), CC1=CC=C(C=C1)C=1C=CC2=C(C(CCCO2)=O)C1 (7-(4-methylphenyl)-2,3,4,5-tetrahydro-1-benzooxepin-5-one), O (water). Run in C(C)O (ethanol). Run at time 30 minute. Yields the product CC1=CC=C(C=C1)C=1C=CC2=C(C=CCCO2)C1 (7-(4-methylphenyl)-2,3-dihydro-1-benzooxepine). Yield: 83.3%. Reaction SMILES: [CH3:1][C:2]1[CH:7]=[CH:6][C:5]([C:8]2[CH:9]=[CH:10][C:11]3[O:17][CH2:16][CH2:15][CH2:14][C:13](=O)[C:12]=3[CH:19]=2)=[CH:4][CH:3]=1.[BH4-].[Na+].O>C(O)C>[CH3:1][C:2]1[CH:7]=[CH:6][C:5]([C:8]2[CH:9]=[CH:10][C:11]3[O:17][CH2:16][CH2:15][CH:14]=[CH:13][C:12]=3[CH:19]=2)=[CH:4][CH:3]=1 |f:1.2|. Reported procedure: To 7-(4-methylphenyl)-2,3,4,5-tetrahydro-1-benzooxepin-5-one (1 g) dissolved in ethanol (50 ml) was added under ice cooling sodium borohydride (0.3 g). The resulting mixture was stirred at room temperature for 30 minutes, was mixed with water and was concentrated. The residue was extracted with ethyl acetate, and the organic layer was washed with water and was then concentrated. To the residue dissolved in bis(2-methoxyethyl)ether (20 ml) was added hydrochloric acid (5 ml), and the resulting mix... Reactants: CC(=O)COc1ccc(Cl)c([N+](=O)[O-])c1, C1COCCO1. The product is CC(=O)COc1ccc(Cl)c(N)c1. As a reaction SMILES: [Cl:1][c:2]1[c:3]([N+:13]([O-:14])=[O:15])[cH:4][c:5]([O:6][CH2:7][C:8]([CH3:9])=[O:10])[cH:11][cH:12]1.[O:16]1[CH2:17][CH2:18][O:19][CH2:20][CH2:21]1>>[Cl:1][c:2]1[c:3]([NH2:13])[cH:4][c:5]([O:6][CH2:7][C:8]([CH3:9])=[O:10])[cH:11][cH:12]1.